Dataset: the Open Reaction Database (ORD), a public repository of structured organic reaction records. Task: describe an organic reaction: reactants, conditions, products, and yield Starting materials: BrC=1C(C(OC1C1=CC=C(C=C1)S(=O)(=O)C)(C)C)=O (4-bromo-2,2-dimethyl-5-{4-(methylsulfonyl)phenyl}-3(2H)-furanone), C([O-])([O-])=O.[Na+].[Na+] (sodium carbonate), FC(OC1=CC=C(C=C1)B(O)O)(F)F (4-(trifluoromethoxy)benzeneboronic acid). Reagents/catalysts: C=1C=CC(=CC1)[P](C=2C=CC=CC2)(C=3C=CC=CC3)[Pd]([P](C=4C=CC=CC4)(C=5C=CC=CC5)C=6C=CC=CC6)([P](C=7C=CC=CC7)(C=8C=CC=CC8)C=9C=CC=CC9)[P](C=1C=CC=CC1)(C=1C=CC=CC1)C=1C=CC=CC1 (tetrakis(triphenylphosphine)palladium(0)). Solvent: C1(=CC=CC=C1)C (toluene), C(C)O (ethanol). Run at temperature 90 celsius, time 24 hour. Product: CC1(OC(=C(C1=O)C1=CC=C(C=C1)OC(F)(F)F)C1=CC=C(C=C1)S(=O)(=O)C)C (2,2-dimethyl-5-{4-(methylsulfonyl)phenyl}-4-{4-(trifluoromethoxy)phenyl}-3(2H)-furanone). Isolated yield 32.4%. As a reaction SMILES: Br[C:2]1[C:3](=[O:19])[C:4]([CH3:18])([CH3:17])[O:5][C:6]=1[C:7]1[CH:12]=[CH:11][C:10]([S:13]([CH3:16])(=[O:15])=[O:14])=[CH:9][CH:8]=1.C(=O)([O-])[O-].[Na+].[Na+].[F:26][C:27]([F:39])([F:38])[O:28][C:29]1[CH:34]=[CH:33][C:32](B(O)O)=[CH:31][CH:30]=1>C1(C)C=CC=CC=1.C(O)C.C1C=CC([P]([Pd]([P](C2C=CC=CC=2)(C2C=CC=CC=2)C2C=CC=CC=2)([P](C2C=CC=CC=2)(C2C=CC=CC=2)C2C=CC=CC=2)[P](C2C=CC=CC=2)(C2C=CC=CC=2)C2C=CC=CC=2)(C2C=CC=CC=2)C2C=CC=CC=2)=CC=1>[CH3:17][C:4]1([CH3:18])[C:3](=[O:19])[C:2]([C:32]2[CH:31]=[CH:30][C:29]([O:28][C:27]([F:26])([F:38])[F:39])=[CH:34][CH:33]=2)=[C:6]([C:7]2[CH:12]=[CH:11][C:10]([S:13]([CH3:16])(=[O:15])=[O:14])=[CH:9][CH:8]=2)[O:5]1 |f:1.2.3,^1:53,55,74,93|. Reported procedure: To a stirred solution of 4-bromo-2,2-dimethyl-5-{4-(methylsulfonyl)phenyl}-3(2H)-furanone (150 mg) in 15 ml toluene and 5 ml ethanol, were added 30 mg of tetrakis(triphenylphosphine)palladium(0), 5 ml of saturated aqueous sodium carbonate, and 100 mg of 4-(trifluoromethoxy)benzeneboronic acid. The reaction solution was stirred at 90° C. for 24 hours. Then the solvent was removed under reduced pressure. The resulting residue was extracted with water and dichloromethane. The organic layer was conc...